This data is from the Open Reaction Database (ORD), a public repository of structured organic reaction records. The task is: describe an organic reaction: reactants, conditions, products, and yield The reactants are [Mg] (magnesium), C(C(=O)OC)(=O)OC (dimethyl oxalate), Grignard reagent, BrC1=C(C=CC=C1)C (2-bromotoluene), Grignard reagent, Cl (hydrochloric acid). Solvent: CCCCCC (n-hexane), C(C)(=O)OCC (ethyl acetate), CCOCC (ether). Reaction conditions: time 30 minute. Product: CC1=C(C(=O)C(=O)OC)C=CC=C1 (Methyl 2-Methylbenzoylformate). Yield: 67.9%. RXN SMILES: [Mg].Br[C:3]1[CH:8]=[CH:7][CH:6]=[CH:5][C:4]=1[CH3:9].[C:10]([O:16][CH3:17])(=[O:15])[C:11](OC)=[O:12].Cl>CCOCC.CCCCCC.C(OCC)(=O)C>[CH3:9][C:4]1[CH:5]=[CH:6][CH:7]=[CH:8][C:3]=1[C:11]([C:10]([O:16][CH3:17])=[O:15])=[O:12]. Reported procedure: 5.1 g (0.21 mol) of magnesium was placed in 300 ml of dry ether and 34.18 g (0.2 mol) of 2-bromotoluene was added dropwise thereto under a nitrogen atmosphere to prepare a Grignard reagent. The Grignard reagent solution was cooled to −78° C. and 23.6 g (0.2 mol) of dimethyl oxalate was added dropwise thereto. The resulting solution was stirred for 30 minutes, mixed with crushed ice, acidified with 20% hydrochloric acid and then extracted with ether. The organic layer was washed three times with ... Starting materials: C[O-].[Na+] (sodium methoxide), C[O-].[Na+] (sodium methoxide), CO (methanol), N1N=CN=C1 (1,2,4-triazole), N1N=CN=C1 (1,2,4-triazole). Yields the product N1N=C(N=C1)C(=O)[O-].[Na+] (sodium 1,2–4-triazolate). Isolated yield 98.0%. RXN SMILES: [CH3:1][O-:2].[Na+:3].[NH:4]1[CH:8]=[N:7][CH:6]=[N:5]1.C[OH:10]>>[NH:4]1[CH:8]=[N:7][C:6]([C:1]([O-:10])=[O:2])=[N:5]1.[Na+:3] |f:0.1,4.5|. Procedure details: A three-necked-flask stirring apparatus with mechanical stirrer, internal thermometer and reflux condenser was charged under dry nitrogen with 200 ml of dry methanol and 45 ml of a 30% strength methanolic solution of sodium methoxide, corresponding to 0.25 mol of sodium methoxide. 17.4 g (0.25 mol) of 1,2,4-triazole was added thereto in portions at room temperature. After the end of addition of the 1,2,4-triazole the reaction mixture was stirred at reflux temperature for 4 h. The solvent was sub... Reactants: ClCCl, O=S(=O)(Cl)c1ccc(F)cc1, Nc1ccc(F)c([N+](=O)[O-])c1, c1ccncc1. Yields the product O=[N+]([O-])c1cc(NS(=O)(=O)c2ccc(F)cc2)ccc1F. RXN SMILES: [Cl:29][CH2:30][Cl:31].[F:18][c:19]1[cH:20][cH:21][c:22]([S:25](=[O:26])(=[O:27])[Cl:28])[cH:23][cH:24]1.[F:7][c:8]1[c:9]([N+:15](=[O:16])[O-:17])[cH:10][c:11]([NH2:14])[cH:12][cH:13]1.[cH:1]1[cH:2][cH:3][n:4][cH:5][cH:6]1>>[F:7][c:8]1[c:9]([N+:15](=[O:16])[O-:17])[cH:10][c:11]([NH:14][S:25]([c:22]2[cH:21][cH:20][c:19]([F:18])[cH:24][cH:23]2)(=[O:26])=[O:27])[cH:12][cH:13]1.